Dataset: the Open Reaction Database (ORD), a public repository of structured organic reaction records. Task: describe an organic reaction: reactants, conditions, products, and yield As a reaction SMILES: [CH:1]([C:3]1[CH:8]=[CH:7][C:6]([C:9]([F:12])([F:11])[F:10])=[CH:5][CH:4]=1)=[CH2:2]>C1COCC1.[Pd]>[CH2:1]([C:3]1[CH:4]=[CH:5][C:6]([C:9]([F:10])([F:11])[F:12])=[CH:7][CH:8]=1)[CH3:2]. Solvent: C1CCOC1 (THF). Starting materials: C(=C)C1=CC=C(C=C1)C(F)(F)F (1-ethenyl-4-(trifluoromethyl)benzene). Reported procedure: A solution of 1-ethenyl-4-(trifluoromethyl)benzene (1.72 mL, 11.6 mmol) in THF (60 mL) was stirred in the presence of Pd/C (10%, 400 mg), under a hydrogen atmosphere (45 psi) for 7 h. The solid was filtered through celite (washed with DCM) and the filtrate was carefully concentrated, keeping the temperature of the bath below 20° C. at 200 mmHg. The concentrated solution thus obtained was used in the next step without further manipulation. Product: C(C)C1=CC=C(C=C1)C(F)(F)F (1-Ethyl-4-(trifluoromethyl)benzene). Reagents/catalysts: [Pd] (Pd/C). Starting materials: NC1=C(C=C(C=C1)C)S(=O)(=O)N (2-amino-5-methyl-benzenesulfonamide), ClC1=C(C=CC=C1Cl)S(=O)(=O)Cl (2,3-dichlorobenzenesulphonyl chloride). Run in N1=CC=CC=C1 (pyridine). Conditions: time 17 hour. Yields the product ClC1=C(C=CC=C1Cl)S(=O)(=O)NC1=C(C=C(C=C1)C)S(=O)(=O)N (2-(2,3-Dichloro-benzenesulfonylamino)-5-methyl-benzenesulfonamide). Yield: 607.2%. RXN SMILES: [NH2:1][C:2]1[CH:7]=[CH:6][C:5]([CH3:8])=[CH:4][C:3]=1[S:9]([NH2:12])(=[O:11])=[O:10].[Cl:13][C:14]1[C:19]([Cl:20])=[CH:18][CH:17]=[CH:16][C:15]=1[S:21](Cl)(=[O:23])=[O:22]>N1C=CC=CC=1>[Cl:13][C:14]1[C:19]([Cl:20])=[CH:18][CH:17]=[CH:16][C:15]=1[S:21]([NH:1][C:2]1[CH:7]=[CH:6][C:5]([CH3:8])=[CH:4][C:3]=1[S:9]([NH2:12])(=[O:10])=[O:11])(=[O:23])=[O:22]. Reported procedure: To a solution of 2-amino-5-methyl-benzenesulfonamide (1.86 g, 1 mmol) in pyridine (20 mL), 2,3-dichlorobenzenesulphonyl chloride (3.0 g, 1.25 mmol) was added at 0° C. The reaction was stirred at RT for 17 h. The pyridine was removed in vacuo and the residue was dissolved in ethyl acetate. The organic phase was washed with aqueous 1N HCl, water and brine, dried over sodium sulfate, and concentrated under reduced pressure. The crude product was purified by flash column chromatography using ethyl a... The reactants are COc1cc(N2CCN(C(=O)CCl)C(C)C2)ccc1Cl, Cc1[nH]nc(-c2ccc(Cl)nc2)c1Cl. Yields the product COc1cc(N2CCN(C(=O)Cn3nc(-c4ccc(Cl)nc4)c(Cl)c3C)C(C)C2)ccc1Cl. Reaction SMILES: [Cl:1][CH2:2][C:3](=[O:4])[N:5]1[CH:6]([CH3:20])[CH2:7][N:8]([c:11]2[cH:12][c:13]([O:18][CH3:19])[c:14]([Cl:17])[cH:15][cH:16]2)[CH2:9][CH2:10]1.[Cl:21][c:22]1[n:23][cH:24][c:25](-[c:28]2[n:29][nH:30][c:31]([CH3:34])[c:32]2[Cl:33])[cH:26][cH:27]1>>[CH2:2]([C:3](=[O:4])[N:5]1[CH:6]([CH3:20])[CH2:7][N:8]([c:11]2[cH:12][c:13]([O:18][CH3:19])[c:14]([Cl:17])[cH:15][cH:16]2)[CH2:9][CH2:10]1)[n:30]1[n:29][c:28](-[c:25]2[cH:24][n:23][c:22]([Cl:21])[cH:27][cH:26]2)[c:32]([Cl:33])[c:31]1[CH3:34].